Task: describe an organic reaction: reactants, conditions, products, and yield. Dataset: the Open Reaction Database (ORD), a public repository of structured organic reaction records Starting materials: [BH4-].[Na+] (sodium borohydride), C(C)N(C(C1=C(C=CC=C1OC)C=O)=O)CC (N,N-diethyl-2-formyl-6-methoxy-benzamide). Solvent: CO (methanol). Run at temperature 0 celsius, time 30 minute. Product: COC=1C=CC=C2COC(C12)=O (7-Methoxy-3H-isobenzofuran-1-one). Yield: 97.6%. RXN SMILES: [BH4-].[Na+].C(N(CC)[C:6](=[O:17])[C:7]1[C:12]([O:13][CH3:14])=[CH:11][CH:10]=[CH:9][C:8]=1[CH:15]=[O:16])C>CO>[CH3:14][O:13][C:12]1[CH:11]=[CH:10][CH:9]=[C:8]2[C:7]=1[C:6](=[O:17])[O:16][CH2:15]2 |f:0.1|. Procedure details: Solid sodium borohydride (14.02 g, 370.5 mmol, 1.75 equiv) was added in portions to a solution of N,N-diethyl-2-formyl-6-methoxy-benzamide (49.81 g, 211.7 mmol) in methanol (800 ml) at 0° C. After complete addition, stirring was continued at room temperature for 30 minutes, until TLC analysis indicated complete consumption of starting material. The reaction mixture was cooled to 0° C., and 6N aqueous HCl (134 ml) was carefully added. The solution was heated to 90° C. for 90 minutes. After coolin... Reactants: ClC1=CC2=C(C(N3C(O2)CC(O3)C)=O)C=C1 (6-chloro-2-methyl-3,3a-dihydro-2H,9H-isoxazolo (3,2-b) (1,3) benzoxazin-9-one), ClC1=CC=C(C(C(=O)NO)=C1)O (5-chlorosalicylhydroxamic acid), C(\C=C\C)=O (crotonaldehyde), Cl (hydrogen chloride). The solvent is C(C)(=O)O (acetic acid). Product: ClC=1C=CC2=C(C(N(C(O2)CC(C)Cl)O)=O)C1 (6-chloro-2-(2-chloropropyl)-2,3-dihydro-3-hydroxy-4H-1, 3-benzoxazin-4-one). RXN SMILES: [Cl:1][C:2]1[CH:16]=CC2C(=O)N3OC(C)CC3O[C:4]=2[CH:3]=1.[Cl:17][C:18]1[CH:27]=[C:22]([C:23]([NH:25][OH:26])=[O:24])[C:21]([OH:28])=[CH:20][CH:19]=1.C(=O)/C=C/C.Cl>C(O)(=O)C>[Cl:17][C:18]1[CH:19]=[CH:20][C:21]2[O:28][CH:4]([CH2:3][CH:2]([Cl:1])[CH3:16])[N:25]([OH:26])[C:23](=[O:24])[C:22]=2[CH:27]=1. Procedure: Prior to the present invention, 6-chloro-2-methyl-3,3a-dihydro-2H,9H-isoxazolo (3,2-b) (1,3) benzoxazin-9-one has been prepared by the reaction of 5-chlorosalicylhydroxamic acid (made from 5-chlorosalicylate and hydroxylamine) and crotonaldehyde in the presence of hydrogen chloride and glacial acetic acid to obtain 6-chloro-2-(2-chloropropyl)-2,3-dihydro-3-hydroxy-4H-1, 3-benzoxazin-4-one. The latter compound was then cyclized to 7-chloro-2-methyl-3,3a-dihydro-2H,9H-isoxazolo (3,2-b) (1,3) benzo... Starting materials: ClC1=CC=C(C=C1)N=C=O (4-chlorophenyl isocyanate), C1(=CC=CC=C1)C1=CC(=NN1C1=CC=C(C=C1)S(=O)(=O)N)NC(=O)NC1=CC(=CC=C1)C(F)(F)F (4-{5-Phenyl-3-[3-(3-trifluoromethyl-phenyl)-ureido]-pyrazol-1-yl}-benzenesulfonamide). The solvent is CO (MeOH). The product is ClC1=CC=C(C=C1)NC(NCCCC1=NN(C(=C1)C1=CC=CC=C1)C1=CC=C(C=C1)S(=O)(=O)N)=O (4-(3-{3-[3-(4-Chloro-phenyl)-ureido]-propyl}-5-phenyl-pyrazol-1-yl)-benzenesulfonamide). Yield: 92.0%. RXN SMILES: [Cl:1][C:2]1[CH:7]=[CH:6][C:5]([N:8]=[C:9]=[O:10])=[CH:4][CH:3]=1.[C:11]1([C:17]2[N:21]([C:22]3[CH:27]=[CH:26][C:25]([S:28]([NH2:31])(=[O:30])=[O:29])=[CH:24][CH:23]=3)[N:20]=[C:19](NC(NC3C=CC=C(C(F)(F)F)C=3)=O)[CH:18]=2)[CH:16]=[CH:15][CH:14]=[CH:13][CH:12]=1>CO>[Cl:1][C:2]1[CH:7]=[CH:6][C:5]([NH:8][C:9](=[O:10])[NH:8][CH2:5][CH2:4][CH2:3][C:19]2[CH:18]=[C:17]([C:11]3[CH:16]=[CH:15][CH:14]=[CH:13][CH:12]=3)[N:21]([C:22]3[CH:23]=[CH:24][C:25]([S:28]([NH2:31])(=[O:30])=[O:29])=[CH:26][CH:27]=3)[N:20]=2)=[CH:4][CH:3]=1. Procedure details: The titled compound was prepared in 92% yield from 4-chlorophenyl isocyanate using the procedure detailed for compound 7. mp 103.2-110.4° C. 1H NMR (300 MHz, DMSO-d6): δ 8.60 (s, 1H), 7.79 (d, J=9 Hz, 2H), 7.47-7.35 (m, 9H), 7.29-7.21 (m, 4H), 6.57 (s, 1H), 6.29 (t, J=6 Hz, 1H), 3.26-3.13 (m, 2H), 2.68 (t, J=8 Hz, 2H), 1.92-1.77 (m, 2H). MS (ESI) m/z: 510.14 (M+H+). Anal. Calcd for C25H24ClN5O3S.MeOH: C, 58.22; H, 4.98; N, 13.31. Found: C, 58.18; H, 4.78; N, 13.25. Reactants: C(C)(=O)O (Acetic acid), C(C)(=O)O[BH-](OC(C)=O)OC(C)=O.[Na+] (sodium triacetoxyborohydride), NC1CCC=2C=CC(=CC2C1CC1=CC=C(C=C1)Cl)CCCNS(=O)(=O)CC1CC1 (N-(3-(7-Amino-8-(4-chlorobenzyl)-5,6,7,8-tetrahydronaphthalen-2-yl)propyl)-1-cyclopropylmethanesulfonamide), C(C)=O (acetaldehyde). The solvent is ClCCl (dichloromethane), ClCCl (dichloromethane), ClCCl (dichloromethane). Run at time 2 hour. Product: Cl.ClC1=CC=C(CC2C(CCC=3C=CC(=CC23)CCCNS(=O)(=O)CC2CC2)N(CC)CC)C=C1 (N-{3-[8-(4-Chlorobenzyl)-7-(diethylamino)-5,6,7,8-tetrahydronaphthalen-2-yl]propyl}-1-cyclopropylmethanesulfonamide hydrochloride). Reaction SMILES: [NH2:1][CH:2]1[CH:11]([CH2:12][C:13]2[CH:18]=[CH:17][C:16]([Cl:19])=[CH:15][CH:14]=2)[C:10]2[CH:9]=[C:8]([CH2:20][CH2:21][CH2:22][NH:23][S:24]([CH2:27][CH:28]3[CH2:30][CH2:29]3)(=[O:26])=[O:25])[CH:7]=[CH:6][C:5]=2[CH2:4][CH2:3]1.[C:31](O)(=O)[CH3:32].[CH:35](=O)[CH3:36].C(O[BH-](OC(=O)C)OC(=O)C)(=O)C.[Na+]>ClCCl>[ClH:19].[Cl:19][C:16]1[CH:17]=[CH:18][C:13]([CH2:12][CH:11]2[C:10]3[CH:9]=[C:8]([CH2:20][CH2:21][CH2:22][NH:23][S:24]([CH2:27][CH:28]4[CH2:29][CH2:30]4)(=[O:26])=[O:25])[CH:7]=[CH:6][C:5]=3[CH2:4][CH2:3][CH:2]2[N:1]([CH2:31][CH3:32])[CH2:35][CH3:36])=[CH:14][CH:15]=1 |f:3.4,6.7|. Reported procedure: N-(3-(7-Amino-8-(4-chlorobenzyl)-5,6,7,8-tetrahydronaphthalen-2-yl)propyl)-1-cyclopropylmethanesulfonamide (49 mg, 0.11 mmol) was dissolved in dichloromethane (2 mL). Acetic acid (7 μL, 0.11 mmol) was added followed by acetaldehyde (18 μL, 0.322 mmol) in dichloromethane (2 mL) and sodium triacetoxyborohydride (34 mg, 0.16 mmol). The reaction mixture was stirred at room temperature for 2 h. The reaction mixture was diluted with dichloromethane (20 mL) and washed with water (2×10 mL). The organic ... Reactants: C1CCOC1, CN(C)CCCN, CC1(C)CN1P(=O)(Cl)N1CC1(C)C. The product is CN(C)CCCNP(=O)(N1CC1(C)C)N1CC1(C)C. As a reaction SMILES: [CH2:21]1[O:22][CH2:23][CH2:24][CH2:25]1.[CH3:14][N:15]([CH2:16][CH2:17][CH2:18][NH2:19])[CH3:20].[CH3:1][C:2]1([CH3:13])[N:3]([P:5](=[O:6])([N:7]2[C:8]([CH3:10])([CH3:11])[CH2:9]2)[Cl:12])[CH2:4]1>>[CH3:1][C:2]1([CH3:13])[N:3]([P:5](=[O:6])([N:7]2[C:8]([CH3:10])([CH3:11])[CH2:9]2)[NH:19][CH2:18][CH2:17][CH2:16][N:15]([CH3:14])[CH3:20])[CH2:4]1. Starting materials: CO, Cc1ccc([N+](=O)[O-])c(C)c1Oc1ncccc1-c1ccncn1, O, O, Cl[Sn]Cl. Yields the product Cc1ccc(N)c(C)c1Oc1ncccc1-c1ccncn1. As a reaction SMILES: [CH3:30][OH:31].[CH3:6][c:7]1[c:8]([O:9][c:10]2[n:11][cH:12][cH:13][cH:14][c:15]2-[c:16]2[n:17][cH:18][n:19][cH:20][cH:21]2)[c:22]([CH3:29])[cH:23][cH:24][c:25]1[N+:26]([O-:27])=[O:28].[OH2:1].[OH2:2].[Sn:3]([Cl:4])[Cl:5]>>[CH3:6][c:7]1[c:8]([O:9][c:10]2[n:11][cH:12][cH:13][cH:14][c:15]2-[c:16]2[n:17][cH:18][n:19][cH:20][cH:21]2)[c:22]([CH3:29])[cH:23][cH:24][c:25]1[NH2:26].